This data is from the Open Reaction Database (ORD), a public repository of structured organic reaction records. The task is: describe an organic reaction: reactants, conditions, products, and yield Starting materials: [H][H] (hydrogen), [N+](=O)([O-])C1=CC=C(C=C1)C=CC(=O)C1=CC=CC=C1 (3-(4-nitro-phenyl)-1-phenyl-prop-2-en-1-one), CO (MeOH). The reagents and catalysts are [Ni] (Raney nickel). The solvent is C1CCOC1 (THF). The product is NC1=CC=C(C=C1)CCC(=O)C1=CC=CC=C1 (3-(4-Amino-phenyl)-1-phenyl-propan-1-one). Reaction SMILES: [N+:1]([C:4]1[CH:9]=[CH:8][C:7]([CH:10]=[CH:11][C:12]([C:14]2[CH:19]=[CH:18][CH:17]=[CH:16][CH:15]=2)=[O:13])=[CH:6][CH:5]=1)([O-])=O.CO.[H][H]>[Ni].C1COCC1>[NH2:1][C:4]1[CH:5]=[CH:6][C:7]([CH2:10][CH2:11][C:12]([C:14]2[CH:15]=[CH:16][CH:17]=[CH:18][CH:19]=2)=[O:13])=[CH:8][CH:9]=1. Procedure details: A mixture of 3-(4-nitro-phenyl)-1-phenyl-prop-2-en-1-one (24.9 g, 98.3 mmol), Raney nickel (7.0 g), MeOH (100 mL), and THF (400 mL) was shaken in a hydrogen atmosphere of 51 psi at 20° C. for 18.5 hours. The catalyst was filtered, and the filtrate was concentrated. The residue was recrystallized from 95% EtOH, to give the title compound, m.p. 76°-78° C. 1H NMR (CDCl3) δ 2.98 (t, 2 H), 3.25 (t, 2 H), 3.62 (bs, 2 H), 6.65 (d, 2 H), 7.05 (d, 2 H), 7.40-7.61 (m, 3 H), 7.96 (d, 2 H). Starting materials: Cl (hydrochloric acid), C(CCCCCCC)Br (n-octyl bromide), ClC1=CC(NC(N1C)=O)=O (6-chloro-1-methyl-uracil), C([O-])([O-])=O.[K+].[K+] (potassium carbonate). Solvent: O (water), CN(C=O)C (N,N-dimethylformamide). Run at temperature 90 celsius, time 5 hour. Product: ClC1=CC(N(C(N1C)=O)CCCCCCCC)=O (6-chloro-1-methyl-3-n-octyl-uracil). Reaction SMILES: [CH2:1](Br)[CH2:2][CH2:3][CH2:4][CH2:5][CH2:6][CH2:7][CH3:8].[Cl:10][C:11]1[N:16]([CH3:17])[C:15](=[O:18])[NH:14][C:13](=[O:19])[CH:12]=1.C(=O)([O-])[O-].[K+].[K+].Cl>O.CN(C)C=O>[Cl:10][C:11]1[N:16]([CH3:17])[C:15](=[O:18])[N:14]([CH2:1][CH2:2][CH2:3][CH2:4][CH2:5][CH2:6][CH2:7][CH3:8])[C:13](=[O:19])[CH:12]=1 |f:2.3.4|. Procedure: Next 5.4 ml of n-octyl bromide was added to a solution consisting of 5 grams of 6-chloro-1-methyl-uracil obtained as described above, 5.2 grams of potassium carbonate and 50 ml of N,N-dimethylformamide and the mixture was heated to 90° C. and stirred for a period of 5 hours. After cooling, the reaction mixture was added slowly to a solution of 10 ml of concentrated hydrochloric acid and 300 ml of water. The resulting solution was extracted twice with 100 ml of chloroform and, after drying over m... As a reaction SMILES: [CH:1]1([O:7][CH2:8][CH2:9][CH2:10][O:11][C:12]2[CH:17]=[CH:16][C:15]([CH:18]3[CH2:23][CH2:22][N:21]([C:24]([O:26][C:27]([CH3:30])([CH3:29])[CH3:28])=[O:25])[CH2:20][CH:19]3[OH:31])=[CH:14][CH:13]=2)[CH2:6][CH2:5][CH2:4][CH2:3][CH2:2]1.Cl[CH2:33][C:34]1[CH:35]=[CH:36][C:37]2[O:42][CH2:41][C:40](=[O:43])[N:39]([CH2:44][CH2:45][CH2:46][O:47][CH3:48])[C:38]=2[CH:49]=1>>[CH:1]1([O:7][CH2:8][CH2:9][CH2:10][O:11][C:12]2[CH:17]=[CH:16][C:15]([CH:18]3[CH2:23][CH2:22][N:21]([C:24]([O:26][C:27]([CH3:28])([CH3:30])[CH3:29])=[O:25])[CH2:20][CH:19]3[O:31][CH2:33][C:34]3[CH:35]=[CH:36][C:37]4[O:42][CH2:41][C:40](=[O:43])[N:39]([CH2:44][CH2:45][CH2:46][O:47][CH3:48])[C:38]=4[CH:49]=3)=[CH:14][CH:13]=2)[CH2:2][CH2:3][CH2:4][CH2:5][CH2:6]1. Starting materials: C1(CCCCC1)OCCCOC1=CC=C(C=C1)C1C(CN(CC1)C(=O)OC(C)(C)C)O (tert-butyl 4-[4-(3-cyclohexyloxypropoxy)phenyl]-3-hydroxypiperidine-1-carboxylate), ClCC=1C=CC2=C(N(C(CO2)=O)CCCOC)C1 (6-chloromethyl-4-(3-methoxypropyl)-4H-benzo[1,4]oxazin-3-one). Yields the product C1(CCCCC1)OCCCOC1=CC=C(C=C1)C1C(CN(CC1)C(=O)OC(C)(C)C)OCC=1C=CC2=C(N(C(CO2)=O)CCCOC)C1 (tert-Butyl 4-[4-(3-cyclohexyloxypropoxy)phenyl]-3-[4-(3-methoxypropyl)-3-oxo-3,4-dihydro-2H-benzo[1,4]oxazin-6-ylmethoxy]piperidine-1-carboxylate). Procedure: Analogously to Method D, 0.470 g of tert-butyl 4-[4-(3-cyclohexyloxypropoxy)phenyl]-3-hydroxypiperidine-1-carboxylate and 0.324 g of 6-chloromethyl-4-(3-methoxypropyl)-4H-benzo[1,4]oxazin-3-one (Example 2a) are reacted. The title compound is obtained as a yellowish oil. Rf=0.46 (1:1 EtOAc-heptane); Rt=6.20. Reactants: OCCBr, CC#N, O=C(CC1CCNC1)c1ccc(F)cc1, [Na+], [Na+], O=C([O-])[O-]. The product is O=C(CC1CCN(CCO)C1)c1ccc(F)cc1. RXN SMILES: [Br:16][CH2:17][CH2:18][OH:19].[CH3:26][C:27]#[N:28].[F:1][c:2]1[cH:3][cH:4][c:5]([C:6]([CH2:7][CH:8]2[CH2:9][NH:10][CH2:11][CH2:12]2)=[O:13])[cH:14][cH:15]1.[Na+:20].[Na+:21].[O-:22][C:23](=[O:24])[O-:25]>>[F:1][c:2]1[cH:3][cH:4][c:5]([C:6]([CH2:7][CH:8]2[CH2:9][N:10]([CH2:17][CH2:18][OH:19])[CH2:11][CH2:12]2)=[O:13])[cH:14][cH:15]1. The reactants are O (water), CC1(OC2=C(O1)C=C1C(OC(O1)(C)C)=C2)C (2,2,6,6-Tetramethylbenzo[1,2-d:4,5-d']-bis(1,3)dioxole), COC(=O)C1=C2C(SC(S2)(C)C)=CC2=C1SC(S2)(C)C (4-methoxycarbonyl-(2,2,6,6-tetramethylbenzo[1,2-d:4,5-d']-bis(1,3)dithiole)), C(CCC)[Li] (n-butyllithium). Run at temperature 0 celsius, time 15 minute. Run in CCOCC (ether), CCOCC (ether). The product is CC1(OC2=C(O1)C(=C1C(OC(O1)(C)C)=C2)C(O)(C2=C1C(SC(S1)(C)C)=CC1=C2SC(S1)(C)C)C1=C2C(OC(O2)(C)C)=CC2=C1OC(O2)(C)C)C (Bis-(2,2,6,6-tetramethylbenzo[1,2-d:4,5-d']-bis(1,3)dioxol-4-yl)-mono-(2,2,6,6-tetramethylbenzo[1,2-d:4,5-d']-bis(1,3)dithiole-4-yl)methanol). Procedure: 2,2,6,6-Tetramethylbenzo[1,2-d:4,5-d']-bis(1,3)dioxole (5.15 g, 23.2 mmol) was dissolved in dry ether (40.0 mL) in a dried, argon filled reaction vessel. The solution was cooled to 0° C. and n-butyllithium (9.29 mL, 2.5M in hexane) was added. After stirring for 15 min at ambient temperature, the mixture was cooled to 0° C. and 4-methoxycarbonyl-(2,2,6,6-tetramethylbenzo[1,2-d:4,5-d']-bis(1,3)dithiole)(4.0 g, 11.6 mmol) was added portionwise. The reaction was stirred at ambient temperature overni... Reaction SMILES: [CH3:1][C:2]1([CH3:16])[O:6][C:5]2[CH:7]=[C:8]3[O:12][C:11]([CH3:14])([CH3:13])[O:10][C:9]3=[CH:15][C:4]=2[O:3]1.[CH2:17]([Li])[CH2:18][CH2:19][CH3:20].CO[C:24]([C:26]1[C:36]2[S:37][C:38]([CH3:41])([CH3:40])[S:39][C:35]=2[CH:34]=[C:28]2[S:29][C:30]([CH3:33])([CH3:32])[S:31][C:27]=12)=[O:25].[OH2:42]>CCOCC>[CH3:13][C:11]1([CH3:14])[O:10][C:9]2[C:15]([C:24]([C:17]3[C:5]4[O:6][C:2]([CH3:16])([CH3:1])[O:3][C:4]=4[CH:20]=[C:19]4[O:42][C:9]([CH3:15])([CH3:8])[O:10][C:18]=34)([C:26]3[C:36]4[S:37][C:38]([CH3:40])([CH3:41])[S:39][C:35]=4[CH:34]=[C:28]4[S:29][C:30]([CH3:32])([CH3:33])[S:31][C:27]=34)[OH:25])=[C:4]3[O:3][C:2]([CH3:16])([CH3:1])[O:6][C:5]3=[CH:7][C:8]=2[O:12]1. The reactants are CCOC(C)=O, CO, CCOC(=O)Cc1c(Sc2ccccc2)c2cc(C(C)C)ccc2n1Cc1ccc(Cl)cc1, Cl, [Li+], C1CCOC1, [OH-]. The product is CC(C)c1ccc2c(c1)c(Sc1ccccc1)c(CC(=O)O)n2Cc1ccc(Cl)cc1. Reaction SMILES: [CH3:37][CH2:38][O:39][C:40](=[O:41])[CH3:42].[CH3:48][OH:49].[Cl:1][c:2]1[cH:3][cH:4][c:5]([CH2:6][n:7]2[c:8]([CH2:26][C:27](=[O:28])[O:29][CH2:30][CH3:31])[c:9]([S:19][c:20]3[cH:21][cH:22][cH:23][cH:24][cH:25]3)[c:10]3[cH:11][c:12]([CH:16]([CH3:17])[CH3:18])[cH:13][cH:14][c:15]23)[cH:32][cH:33]1.[ClH:36].[Li+:35].[O:43]1[CH2:44][CH2:45][CH2:46][CH2:47]1.[OH-:34]>>[Cl:1][c:2]1[cH:3][cH:4][c:5]([CH2:6][n:7]2[c:8]([CH2:26][C:27](=[O:28])[OH:29])[c:9]([S:19][c:20]3[cH:21][cH:22][cH:23][cH:24][cH:25]3)[c:10]3[cH:11][c:12]([CH:16]([CH3:17])[CH3:18])[cH:13][cH:14][c:15]23)[cH:32][cH:33]1. The reactants are [Al+3], C1CCOC1, [H-], [H-], [H-], [H-], [Li+], NC(C(=O)O)c1ccc(F)cc1. Yields the product NC(CO)c1ccc(F)cc1. RXN SMILES: [Al+3:2].[CH2:19]1[O:20][CH2:21][CH2:22][CH2:23]1.[H-:1].[H-:4].[H-:5].[H-:6].[Li+:3].[NH2:7][CH:8]([C:9](=[O:10])[OH:11])[c:12]1[cH:13][cH:14][c:15]([F:18])[cH:16][cH:17]1>>[NH2:7][CH:8]([CH2:9][OH:10])[c:12]1[cH:13][cH:14][c:15]([F:18])[cH:16][cH:17]1.